Dataset: the Open Reaction Database (ORD), a public repository of structured organic reaction records. Task: describe an organic reaction: reactants, conditions, products, and yield The reactants are polyphosphoric acid, [OH-].[K+] (potassium hydroxide), COC=1C=C(C=CC1)CCNC(C)=O (N-(3-methoxyphenylethyl) acetamide), ice water. Conditions: temperature 110 celsius, time 2 hour. The product is COC=1C=C2CCN=C(C2=CC1)C (6-methoxy-1-methyl-3,4-dihydroisoquinoline). Isolated yield 93.4%. RXN SMILES: [CH3:1][O:2][C:3]1[CH:4]=[C:5]([CH2:9][CH2:10][NH:11][C:12](=O)[CH3:13])[CH:6]=[CH:7][CH:8]=1.[OH-].[K+]>>[CH3:1][O:2][C:3]1[CH:4]=[C:5]2[C:6](=[CH:7][CH:8]=1)[C:12]([CH3:13])=[N:11][CH2:10][CH2:9]2 |f:1.2|. Procedure: A mixture soultion of polyphosphoric acid (61.4 ml, 0.66 mol) and phosphorouspentoxide(28.0 g, 0.2 mol) was heated to 90° C. N-(3-methoxyphenylethyl) acetamide (63.6 g, 0.33 mol) was added to the mixture solution and then stirred for 2 hours at 110° C. The reaction mixture was poured into ice water, adjusted to alkali with potassium hydroxide, and then extracted with ethyl ether. The extract was dried over anhydrous magnesium sulfate and concentrated under a reduces pressure. The resulting resid... Starting materials: NC1=NC(=NN1)S(=O)(=O)NC1=C(C=CC=C1Cl)Cl (5-amino-N-(2,6-dichlorophenyl)-1H-1,2,4-triazole-3-sulphonamide), C(C)(OCC)(OCC)OCC (triethyl orthoacetate). The reagents and catalysts are C(C)(=O)O (acetic acid). Run in C(C)#N (acetonitrile). Yields the product ClC1=C(C(=CC=C1)Cl)NS(=O)(=O)C1=NNC(=N1)N=C(C)OCC (N-(2,6-Dichlorophenyl)-5-(1-ethoxyethylidenamino)-1H-1,2,4-triazole-3-sulphonamide). As a reaction SMILES: [NH2:1][C:2]1[NH:6][N:5]=[C:4]([S:7]([NH:10][C:11]2[C:16]([Cl:17])=[CH:15][CH:14]=[CH:13][C:12]=2[Cl:18])(=[O:9])=[O:8])[N:3]=1.[C:19](OCC)(OCC)([O:21][CH2:22][CH3:23])[CH3:20]>C(#N)C.C(O)(=O)C>[Cl:18][C:12]1[CH:13]=[CH:14][CH:15]=[C:16]([Cl:17])[C:11]=1[NH:10][S:7]([C:4]1[N:3]=[C:2]([N:1]=[C:19]([O:21][CH2:22][CH3:23])[CH3:20])[NH:6][N:5]=1)(=[O:9])=[O:8]. Procedure details: 6.16 g (20.0 mmol) 5-amino-N-(2,6-dichlorophenyl)-1H-1,2,4-triazole-3-sulphonamide was heated in 50 ml acetonitrile with 4.2 ml (23.0 mmol) triethyl orthoacetate and 3 drops glacial acetic acid for 5 hours under reflux. The mixture was cooled and evaporated to dryness. The residue was recrystallized from ethyl acetate. Run at time 4 hour. Isolated yield 53.2%. RXN SMILES: N[C:2]1[CH:7]=[CH:6][C:5]([C:8]2[NH:25][C:11]3[CH:12]=[N:13][C:14]([NH:16][C:17]([CH:19]4[CH2:24][CH2:23][CH2:22][CH2:21][CH2:20]4)=[O:18])=[CH:15][C:10]=3[N:9]=2)=[CH:4][CH:3]=1.[CH:26]1([C:32](Cl)=[O:33])[CH2:31][CH2:30][CH2:29][CH2:28][CH2:27]1>C1COCC1.N1C=CC=CC=1>[CH:26]1([C:32]([C:2]2[CH:7]=[CH:6][C:5]([C:8]3[NH:25][C:11]4[CH:12]=[N:13][C:14]([NH:16][C:17]([CH:19]5[CH2:24][CH2:23][CH2:22][CH2:21][CH2:20]5)=[O:18])=[CH:15][C:10]=4[N:9]=3)=[CH:4][CH:3]=2)=[O:33])[CH2:31][CH2:30][CH2:29][CH2:28][CH2:27]1 |f:2.3|. Procedure: To a stirring solution of 10 (0.080 g, 0.24 mmol) in dry THF/Pyridine (10 ml/0.300 ml) cyclohexane carbonyl chloride (0.060 ml, 0.38 mmol) was added and stirred at room temperature for 4 h. The reaction mixture was quenched with water and stirred for 30 min. The yellow solid was filtered, dried, and purified through a bed of SiO2 gel. Elution with ethyl acetate afforded the desired product 11 as light yellow solid 0.055 g (51%). Mp. 235° C.; 1HNMR (DMSO-d; 500 MHz): δ 12.99 (1H, brs, NH), 10.27 ... Run in C1CCOC1.N1=CC=CC=C1 (THF Pyridine). The product is C1(CCCCC1)C(=O)C1=CC=C(C=C1)C1=NC2=C(C=NC(=C2)NC(=O)C2CCCCC2)N1 (Cyclohexanecarboxylic acid [2-(4-cyclohexanecarbonyl-phenyl)-3H-imidazo[4,5-c]pyridine-6-yl]-amide). Reactants: NC1=CC=C(C=C1)C1=NC2=C(C=NC(=C2)NC(=O)C2CCCCC2)N1 (Cyclohexanecarboxylic acid [2-(4-amino-phenyl)-3H-imidazo[4,5-c]pyridine-6-yl]-amide), C1(CCCCC1)C(=O)Cl (cyclohexane carbonyl chloride). The reactants are Cl.Cl.N=1NN=NC1C=1C=C(C(=CC1)N)N (4-(2H-tetrazol-5-yl)-benzene-1,2-diamine dihydrochloride), N#CBr (Cyanogen bromide), [OH-].[Na+] (sodium hydroxide). Solvent: O (water). Run at temperature 4 celsius, time 4 hour. Product: N=1NN=NC1C1=CC2=C(NC(=N2)N)C=C1 (5-(2H-tetrazol-5-yl)-1H-benzimidazol-2y-amine). The yield is 59.9%. Reaction SMILES: Cl.Cl.[N:3]1[NH:4][N:5]=[N:6][C:7]=1[C:8]1[CH:9]=[C:10]([NH2:15])[C:11]([NH2:14])=[CH:12][CH:13]=1.[N:16]#[C:17]Br.[OH-].[Na+]>O>[N:6]1[NH:5][N:4]=[N:3][C:7]=1[C:8]1[CH:13]=[CH:12][C:11]2[NH:14][C:17]([NH2:16])=[N:15][C:10]=2[CH:9]=1 |f:0.1.2,4.5|. Procedure details: To 4-(2H-tetrazol-5-yl)-benzene-1,2-diamine dihydrochloride (8.56 g, 34 mmol) in water (45 ml) was adjusted to pH 6.0. Cyanogen bromide (3.91 g, 37 mmol) was added and the mixture stirred for 4 hours. The reaction mixture was analyzed by HPLC. The pH of the reaction mixture was adjusted to pH 4.0 with 40% (v/v) sodium hydroxide. The mixture was cooled to 4° C. and the brown solid filtered and washed with water. The material was dried to yield a brown solid 5-(2H-tetrazol-5-yl)-1H-benzimidazol-2y... Starting materials: FC(F)(F)c1cncc(Br)c1, CC(C)c1nccn1C. The reagents and catalysts are CC(C)(C)c1ccc(-c2ccc(C(C)(C)C)cc2)cc1 (4,4'-di-tert-butylbiphenyl), CC(C)(C)C(=O)[O-].[K+] (KOPiv), Cl[Pd]CC=C.C=CC[Pd]Cl ([Pd(allyl)Cl]2), CN(C)c1ccc(P(C2CCCCC2)C2CCCCC2)cc1 (A-caPhos). Run in CC(=O)N(C)C (DMA), CC(=O)N(C)C (DMA), CC(=O)N(C)C (DMA). Reaction conditions: temperature 120 celsius, time 24 hour. The product is CC(C)c1ncc(-c2cncc(C(F)(F)F)c2)n1C. The yield is 96.6%. Reactants: CCCN, COC(=O)c1ccc(N)cc1NC(=O)NC(C)C, CCOC(C)=O, O=C(Cl)OC(Cl)(Cl)Cl. The product is CCCNC(=O)Nc1ccc(C(=O)OC)c(NC(=O)NC(C)C)c1. As a reaction SMILES: [CH2:27]([CH2:28][CH3:29])[NH2:30].[CH3:1][O:2][C:3]([c:4]1[c:5]([NH:11][C:12](=[O:13])[NH:14][CH:15]([CH3:16])[CH3:17])[cH:6][c:7]([NH2:10])[cH:8][cH:9]1)=[O:18].[CH3:31][CH2:32][O:33][C:34](=[O:35])[CH3:36].[Cl:19][C:20]([O:21][C:24]([Cl:22])=[O:25])([Cl:23])[Cl:26]>>[CH3:1][O:2][C:3]([c:4]1[c:5]([NH:11][C:12](=[O:13])[NH:14][CH:15]([CH3:16])[CH3:17])[cH:6][c:7]([NH:10][C:24](=[O:25])[NH:30][CH2:27][CH2:28][CH3:29])[cH:8][cH:9]1)=[O:18]. Reactants: C[C@H]1[C@@H](CCCC1)NC(=O)[C@H]1[C@@H](C1)C(=O)O (trans-2-(trans-2-methylcyclohexylcarbamoyl)-cyclopropanecarboxylic acid), B(OC)(OC)OC (trimethyl borate), C1CCOC1 (THF), ice H2O, Cl (HCl). Reaction conditions: time 2 hour. The product is C[C@@H]1CC[C@H](CC1)NC(=O)[C@H]1[C@@H](C1)CO (trans-2-Hydroxymethyl-cyclopropanecarboxylic acid trans-(4-methylcyclohexyl)-amide). Yield: 82.2%. RXN SMILES: C[C@@H:2]1[CH2:7][CH2:6][CH2:5][CH2:4][C@H:3]1[NH:8][C:9]([C@@H:11]1[CH2:13][C@H:12]1[C:14]([OH:16])=O)=[O:10].B(OC)(OC)O[CH3:19].C1COCC1.Cl>>[CH3:19][C@H:6]1[CH2:7][CH2:2][C@H:3]([NH:8][C:9]([C@@H:11]2[CH2:13][C@H:12]2[CH2:14][OH:16])=[O:10])[CH2:4][CH2:5]1. Reported procedure: Stir a solution, under argon, at 0° C., of trans-2-(trans-2-methylcyclohexylcarbamoyl)-cyclopropanecarboxylic acid (Example 11b) (3.69 g, 16.4 mmol), trimethyl borate (5.6 mL, 50 mmol), and add slowly 2N borane dimethylsulfide complex in THF (16.4 mL, 32.8 mmol). Continue to stir the reaction at 0° C. for 1 h, and then at ambient temperature for 2 h. Carefully pour the reaction mixture into ice-H2O and acidify with 2N HCl. Extract the mixture with EtOAc (3 times), wash with brine, dry over MgSO4... Reactants: NC=1SC=C(N1)C(C(=O)NC1[C@@H]2N(C(=CCS2)C(=O)[O-])C1=O)=NOC.[Na+] (sodium 7-[2-(2-aminothiazol-4-yl)-2-methoxyiminoacetamido]-3-cephem-4-carboxylate), IC(C)OC(=O)OC(C)C (isopropyl 1-iodoethoxyformate), O (water), C(C)(=O)OCC (ethyl acetate). Run in CS(=O)C (dimethylsulfoxide). Reaction conditions: time 30 minute. The product is NC=1SC=C(N1)C(C(=O)NC1[C@@H]2N(C(=CCS2)C(=O)OC(C)OC(=O)OC(C)C)C1=O)=NOC (1-isopropoxycarbonyloxyethyl 7-[2-(2-aminothiazol-4-yl)-2-methoxyiminoacetamido]-3-cephem-4-carboxylate). Isolated yield 29.6%. Reaction SMILES: [NH2:1][C:2]1[S:3][CH:4]=[C:5]([C:7](=[N:23][O:24][CH3:25])[C:8]([NH:10][CH:11]2[C:21](=[O:22])[N:13]3[C:14]([C:18]([O-:20])=[O:19])=[CH:15][CH2:16][S:17][C@H:12]23)=[O:9])[N:6]=1.[Na+].I[CH:28]([O:30][C:31]([O:33][CH:34]([CH3:36])[CH3:35])=[O:32])[CH3:29].O.C(OCC)(=O)C>CS(C)=O>[NH2:1][C:2]1[S:3][CH:4]=[C:5]([C:7](=[N:23][O:24][CH3:25])[C:8]([NH:10][CH:11]2[C:21](=[O:22])[N:13]3[C:14]([C:18]([O:20][CH:28]([O:30][C:31]([O:33][CH:34]([CH3:36])[CH3:35])=[O:32])[CH3:29])=[O:19])=[CH:15][CH2:16][S:17][C@H:12]23)=[O:9])[N:6]=1 |f:0.1|. Procedure: To a solution of sodium 7-[2-(2-aminothiazol-4-yl)-2-methoxyiminoacetamido]-3-cephem-4-carboxylate (syn isomer) (4.0 g) in dimethylsulfoxide (40 ml) was added isopropyl 1-iodoethoxyformate (5.1 g). The mixture was stirred for 30 minutes at ambient temperature and poured into a mixture of cold water and ethyl acetate. The organic layer was separated out and the aqueous layer was extracted with ethyl acetate. The organic layers were combined, washed with water, dried over magnesium sulfate and eva...